From a dataset of the Open Reaction Database (ORD), a public repository of structured organic reaction records. describe an organic reaction: reactants, conditions, products, and yield Reactants: CO, COC(=O)C=Cc1cn(Cc2ccc(C(=O)OC(C)(C)C)cc2OC)c2cc(C(=O)NCC3CCCC3)ccc12, [H][H]. The product is COC(=O)CCc1cn(Cc2ccc(C(=O)OC(C)(C)C)cc2OC)c2cc(C(=O)NCC3CCCC3)ccc12. Reaction SMILES: [CH3:43][OH:44].[CH:1]1([CH2:6][NH:7][C:8](=[O:9])[c:10]2[cH:11][cH:12][c:13]3[c:14]([CH:35]=[CH:36][C:37](=[O:38])[O:39][CH3:40])[cH:15][n:16]([CH2:19][c:20]4[c:21]([O:33][CH3:34])[cH:22][c:23]([C:24](=[O:25])[O:26][C:27]([CH3:28])([CH3:29])[CH3:30])[cH:31][cH:32]4)[c:17]3[cH:18]2)[CH2:2][CH2:3][CH2:4][CH2:5]1.[H:41][H:42]>>[CH:1]1([CH2:6][NH:7][C:8](=[O:9])[c:10]2[cH:11][cH:12][c:13]3[c:14]([CH2:35][CH2:36][C:37](=[O:38])[O:39][CH3:40])[cH:15][n:16]([CH2:19][c:20]4[c:21]([O:33][CH3:34])[cH:22][c:23]([C:24](=[O:25])[O:26][C:27]([CH3:28])([CH3:29])[CH3:30])[cH:31][cH:32]4)[c:17]3[cH:18]2)[CH2:2][CH2:3][CH2:4][CH2:5]1. Reactants: C(CO)(=O)[O-] (glycolate), CCCCCCCCCCCCC[N+](C)(C)CC=1C=CC=CC1.[Cl-] (benzalkonium chloride), [OH-].[Na+] (NaOH), C(CO)(=O)O (glycolic acid), CC1=C(C(=O)NO1)CC(C(=O)O)N (AMPA), C(C(C)C)(=O)O (isobutyric acid), flavin mononucleotide. Run at time 1 hour. Product: C(C=O)(=O)[O-] (glyoxylate), C(=O)[O-] (formate), C(C(=O)[O-])(=O)[O-] (oxalate). Reaction SMILES: [C:1]([OH:5])(=[O:4])[CH2:2][OH:3].CC1ONC(=[O:10])C=1CC(N)[C:15]([OH:17])=[O:16].C(O)(=O)C(C)C.[C:25]([O-:29])(=[O:28])[CH2:26][OH:27].CCCCCCCCCCCCC[N+](CC1C=CC=CC=1)(C)C.[Cl-].[OH-].[Na+]>>[C:1]([O-:5])(=[O:4])[CH:2]=[O:3].[CH:15]([O-:17])=[O:16].[C:26]([O-:10])(=[O:27])[C:25]([O-:29])=[O:28] |f:4.5,6.7|. Procedure: The reaction in Example 12 was repeated., using a mixture containing glycolic acid (0.500M), AMPA (0.525M), isobutyric acid (0.100M, HPLC internal standard), flavin mononucleotide (0.01 mM), and 0.72 g of Hansenula polymorpha transformant G01 (43.0 IU glycolate oxidase and 39,880 IU catalase) which had been permeabilized by treatment with 0.2% benzalkonium chloride (Lonza Barquat OJ-50) at pH 8.3 (adjusted with 50% NaOH) and 5° C. After 1 h, the HPLC yields of glyoxylate, formate, and oxalate we...